From a dataset of the Open Reaction Database (ORD), a public repository of structured organic reaction records. describe an organic reaction: reactants, conditions, products, and yield Starting materials: C#CCn1cccn1, CC(C)NC(C)C, [Cu]I, COC(=O)COc1ccc(OCC=C(c2ccc(I)cc2)c2ccc(SC)cc2)cc1C, C1CCOC1, Cl[Pd]Cl, c1ccc(P(c2ccccc2)c2ccccc2)cc1, c1ccc(P(c2ccccc2)c2ccccc2)cc1. Product: COC(=O)COc1ccc(OCC=C(c2ccc(C#CCn3cccn3)cc2)c2ccc(SC)cc2)cc1C. RXN SMILES: [CH2:1]([C:2]#[CH:3])[n:4]1[n:5][cH:6][cH:7][cH:8]1.[CH:9]([NH:10][CH:11]([CH3:12])[CH3:13])([CH3:14])[CH3:15].[Cu:53][I:54].[I:16][c:17]1[cH:18][cH:19][c:20]([C:23](=[CH:24][CH2:25][O:26][c:27]2[cH:28][c:29]([CH3:39])[c:30]([O:31][CH2:32][C:33](=[O:34])[O:35][CH3:36])[cH:37][cH:38]2)[c:40]2[cH:41][cH:42][c:43]([S:46][CH3:47])[cH:44][cH:45]2)[cH:21][cH:22]1.[O:48]1[CH2:49][CH2:50][CH2:51][CH2:52]1.[Pd:55]([Cl:56])[Cl:57].[c:58]1([P:59]([c:60]2[cH:61][cH:62][cH:63][cH:64][cH:65]2)[c:66]2[cH:67][cH:68][cH:69][cH:70][cH:71]2)[cH:72][cH:73][cH:74][cH:75][cH:76]1.[c:77]1([P:78]([c:79]2[cH:80][cH:81][cH:82][cH:83][cH:84]2)[c:85]2[cH:86][cH:87][cH:88][cH:89][cH:90]2)[cH:91][cH:92][cH:93][cH:94][cH:95]1>>[CH2:1]([C:2]#[C:3][c:17]1[cH:18][cH:19][c:20]([C:23](=[CH:24][CH2:25][O:26][c:27]2[cH:28][c:29]([CH3:39])[c:30]([O:31][CH2:32][C:33](=[O:34])[O:35][CH3:36])[cH:37][cH:38]2)[c:40]2[cH:41][cH:42][c:43]([S:46][CH3:47])[cH:44][cH:45]2)[cH:21][cH:22]1)[n:4]1[n:5][cH:6][cH:7][cH:8]1. The reactants are C(O)(O)=O.[Na] (sodium hydrogen bicarbonate), ClC(=O)OCC1=CC=CC=C1 (benzyl chloroformate), N[C@@H](CCSC)C(=O)O (L-methionine). Run in CCOC(=O)C (EtOAc), O (water). Product: COC([C@H](CCSC)NC(=O)OCC1=CC=CC=C1)=O ((S)-2-Benzyloxycarbonylamino-4-methylsulfanyl-butyric acid methyl ester). RXN SMILES: [NH2:1][C@H:2]([C:7]([OH:9])=[O:8])[CH2:3][CH2:4][S:5][CH3:6].[C:10](=O)(O)O.[Na].Cl[C:16]([O:18][CH2:19][C:20]1[CH:25]=[CH:24][CH:23]=[CH:22][CH:21]=1)=[O:17]>CCOC(C)=O.O>[CH3:10][O:8][C:7](=[O:9])[C@@H:2]([NH:1][C:16]([O:18][CH2:19][C:20]1[CH:25]=[CH:24][CH:23]=[CH:22][CH:21]=1)=[O:17])[CH2:3][CH2:4][S:5][CH3:6] |f:1.2,^1:13|. Procedure: L-methionine (3.70 g, 18.5 mmol) was dissolved in a biphasic mixture of EtOAc (75 mL) and water (75 mL). This was cooled in ice and sodium hydrogen bicarbonate (7.78 g, 5 equiv) and benzyl chloroformate (2.98 mL, 1.1 equiv) were added. This was stirred in ice for one h′ and then at rt for a further eighteen h before the mixture was allowed to partition. The organic phase was washed sequentially with 1M hydrochloric acid, saturated aqueous sodium hydrogen bicarbonate and brine before being dried ... The reactants are OBO, Brc1ccccc1, Cc1cc(-c2ccc(C(F)(F)F)nc2)nc(Cl)n1. Product: Cc1cc(-c2ccc(C(F)(F)F)nc2)nc(-c2cccc(Br)c2)n1. Reaction SMILES: [BH:19]([OH:20])[OH:21].[Br:22][c:23]1[cH:24][cH:25][cH:26][cH:27][cH:28]1.[Cl:1][c:2]1[n:3][c:4](-[c:9]2[cH:10][n:11][c:12]([C:15]([F:16])([F:17])[F:18])[cH:13][cH:14]2)[cH:5][c:6]([CH3:8])[n:7]1>>[c:2]1(-[c:27]2[cH:26][cH:25][cH:24][c:23]([Br:22])[cH:28]2)[n:3][c:4](-[c:9]2[cH:10][n:11][c:12]([C:15]([F:16])([F:17])[F:18])[cH:13][cH:14]2)[cH:5][c:6]([CH3:8])[n:7]1. The reactants are C(CCC)C1C(C(C2(C1)C(C(C(C2)CCCC)=O)=O)=O)=O (3,8-dibutyl-2,7-dioxospiro-[4.4]nonane-1,6-dione), Cl.NC1=CC=CC=C1 (aniline hydrochloride). Run in NC1=CC=CC=C1 (aniline). The product is C(CCC)C1N(C(C2(C1)C(N(C(C2)CCCC)C2=CC=CC=C2)=O)=O)C2=CC=CC=C2 (3,8-dibutyl-2,7-diphenyl-2,7-diazaspiro[4.4]nonane-1,6-dione). Yield: 86.0%. Reaction SMILES: [CH2:1]([CH:5]1[CH2:9][C:8]2([CH2:13][CH:12]([CH2:14][CH2:15][CH2:16][CH3:17])C(=O)[C:10]2=[O:19])[C:7](=[O:20])C1=O)[CH2:2][CH2:3][CH3:4].Cl.[NH2:23][C:24]1[CH:29]=[CH:28][CH:27]=[CH:26][CH:25]=1>NC1C=CC=CC=1>[CH2:14]([CH:12]1[CH2:13][C:8]2([CH2:9][CH:5]([CH2:1][CH2:2][CH2:3][CH3:4])[N:23]([C:24]3[CH:29]=[CH:28][CH:27]=[CH:26][CH:25]=3)[C:7]2=[O:20])[C:10](=[O:19])[N:23]1[C:24]1[CH:29]=[CH:28][CH:27]=[CH:26][CH:25]=1)[CH2:15][CH2:16][CH3:17] |f:1.2|. Procedure: A mixture of 53.6 g (0.02 mole) of 3,8-dibutyl-2,7-dioxospiro-[4.4]nonane-1,6-dione, 10.32 g (0.08 mole) of aniline hydrochloride and 40 ml of aniline was placed in a 500 ml round bottom flask and heated to reflux. After refluxing for 6 hours, the aniline was removed by distillation at reduced pressure. The resulting mixture was subjected to column chromatography employing a 2:1 mixture of diethyl ether and petroleum ether as eluent. The product, 3,8-dibutyl-2,7-diphenyl-2,7-diazaspiro[4.4]nonan... The reactants are CC1=C(C(=NO1)C1=CC=CC=C1)C(=O)NN (5-methyl-3-phenyl-isoxazole-4-carboxylic acid hydrazide), ClC1=NC=C(C(=O)O)C=C1 (6-chloronicotinic acid), [Cl-].ClC1=[N+](C=CN1C)C (2-chloro-1,3-dimethylimidazolium chloride), C(C)(C)N(C(C)C)CC (N,N-diisopropyl ethyl amine). The solvent is ClCCl (dichloromethane). Reaction conditions: time 15 minute. Yields the product ClC1=NC=C(C=C1)C=1OC(=NN1)C=1C(=NOC1C)C1=CC=CC=C1 (2-Chloro-5-[5-(5-methyl-3-phenyl-isoxazol-4-yl)-[1,3,4]oxadiazol-2-yl]-pyridine). The yield is 61.4%. RXN SMILES: [CH3:1][C:2]1[O:6][N:5]=[C:4]([C:7]2[CH:12]=[CH:11][CH:10]=[CH:9][CH:8]=2)[C:3]=1[C:13]([NH:15][NH2:16])=[O:14].[Cl:17][C:18]1[CH:26]=[CH:25][C:21]([C:22](O)=O)=[CH:20][N:19]=1.[Cl-].ClC1N(C)C=C[N+]=1C.C(N(CC)C(C)C)(C)C>ClCCl>[Cl:17][C:18]1[CH:26]=[CH:25][C:21]([C:22]2[O:14][C:13]([C:3]3[C:4]([C:7]4[CH:12]=[CH:11][CH:10]=[CH:9][CH:8]=4)=[N:5][O:6][C:2]=3[CH3:1])=[N:15][N:16]=2)=[CH:20][N:19]=1 |f:2.3|. Procedure details: To a solution of 5-methyl-3-phenyl-isoxazole-4-carboxylic acid hydrazide (5.00 g, 23.0 mmol) in dichloromethane (100 mL) was added 6-chloronicotinic acid (4.71 g, 29.9 mmol) and 2-chloro-1,3-dimethylimidazolium chloride (8.56 g, 50.6 mmol). After the suspension was stirred for 15 min at ambient temperature, it was cooled to 0° C. and N,N-diisopropyl ethyl amine (19.7 mL, 115 mmol) was added slowly. The reaction mixture was stirred for 18 h while warming to ambient temperature. It was washed with... The reactants are O[C@]12[C@H](C[C@H]3[C@@H]4CC[C@@H]([C@@]4(C)CC[C@@H]3[C@]2(CCC(C1(C)C)=O)C)O)O (5α,6α,17β-trihydroxy-4,4-dimethylandrostan-3-one), Cl.Cl.N1C[C@@H](CC1)ON (3-(R)-pyrrolidinyloxyamine dihydrochloride). The product is Cl.N1C[C@@H](CC1)O\N=C/1\C([C@@]2([C@H](C[C@H]3[C@@H]4CC[C@@H]([C@@]4(C)CC[C@@H]3[C@]2(CC1)C)O)O)O)(C)C ((E)-3-[3-(R)-Pyrrolidinyl]oxyimino-4,4-dimethylandrostane-5α,6α,17β-triol hydrochloride). Yield: 90.0%. Reaction SMILES: [OH:1][C@:2]12[C:19]([CH3:21])([CH3:20])[C:18](=O)[CH2:17][CH2:16][C@:15]1([CH3:23])[C@@H:14]1[C@H:5]([C@H:6]3[C@@:10]([CH2:12][CH2:13]1)([CH3:11])[C@@H:9]([OH:24])[CH2:8][CH2:7]3)[CH2:4][C@@H:3]2[OH:25].[ClH:26].Cl.[NH:28]1[CH2:32][CH2:31][C@@H:30]([O:33][NH2:34])[CH2:29]1>>[ClH:26].[NH:28]1[CH2:32][CH2:31][C@@H:30]([O:33]/[N:34]=[C:18]2/[C:19]([CH3:21])([CH3:20])[C@@:2]3([OH:1])[C@:15]([CH3:23])([CH2:16][CH2:17]/2)[C@@H:14]2[C@H:5]([C@H:6]4[C@@:10]([CH2:12][CH2:13]2)([CH3:11])[C@@H:9]([OH:24])[CH2:8][CH2:7]4)[CH2:4][C@@H:3]3[OH:25])[CH2:29]1 |f:1.2.3,4.5|. Reported procedure: The title compound was prepared in 90% yield (121 mg) as described in Example 2 starting from 5α,6α,17β-trihydroxy-4,4-dimethylandrostan-3-one, (Preparation 5, 100 mg) and 3-(R)-pyrrolidinyloxyamine dihydrochloride (Preparation 12, 200 mg).